From a dataset of the Open Reaction Database (ORD), a public repository of structured organic reaction records. describe an organic reaction: reactants, conditions, products, and yield The reactants are [Li+].CCC[CH2-] (N-Butyllithium), S1C(NC(C1)=O)=O (2,4-Thiazolidinedione), C(C1=CC=CC=C1)N(S(=O)(=O)C1=CC=C(C=C1)CBr)C (N-Benzyl-N-methyl-4-(bromomethyl)benzenesulfonamide). The solvent is O (water), Cl (HCl), O1CCCC1 (tetrahydrofuran), O1CCCC1 (tetrahydrofuran). Reaction conditions: temperature -78 celsius, time 20 minute. The product is C(C1=CC=CC=C1)N(S(=O)(=O)C1=CC=C(C=C1)CC1C(NC(S1)=O)=O)C (N-Benzyl-N-methyl-4-[(thiazolidine-2,4-dion-5-yl)methyl]benzenesulfonamide). Yield: 76.8%. Reaction SMILES: [S:1]1[CH2:5][C:4](=[O:6])[NH:3][C:2]1=[O:7].[Li+].CCC[CH2-].[CH2:13]([N:20]([CH3:32])[S:21]([C:24]1[CH:29]=[CH:28][C:27]([CH2:30]Br)=[CH:26][CH:25]=1)(=[O:23])=[O:22])[C:14]1[CH:19]=[CH:18][CH:17]=[CH:16][CH:15]=1>O1CCCC1.O.Cl>[CH2:13]([N:20]([CH3:32])[S:21]([C:24]1[CH:25]=[CH:26][C:27]([CH2:30][CH:5]2[S:1][C:2](=[O:7])[NH:3][C:4]2=[O:6])=[CH:28][CH:29]=1)(=[O:23])=[O:22])[C:14]1[CH:15]=[CH:16][CH:17]=[CH:18][CH:19]=1 |f:1.2|. Procedure: 2,4-Thiazolidinedione (11 mmol, 1.3 g) was dissolved in tetrahydrofuran (50 ml) and cooled to -78° C. N-Butyllithium (22 mmol, 13.8 ml of 1.6M in hexane) was added over 15 minutes. The cooling bath was removed and the reaction mixture was stirred for 20 minutes. N-Benzyl-N-methyl-4-(bromomethyl)benzenesulfonamide (10 mmol, 3.5 g) dissolved in tetrahydrofuran (50 ml) was added over 20 minutes. The reaction mixture was heated to reflux for 15 hours, cooled and diluted with water (50 ml) and 6N HCl... The reactants are BrC1=CC(=C(C=N1)C(=O)N1CCN(CC1)C1=NC=C(C=C1C)C)C ((6-bromo-4-methylpyridin-3-yl)[4-(3,5-dimethylpyridin-2-yl)piperazin-1-yl]methanone), C(C)(=O)N1C(NCC1)=O (1-acetylimidazolidin-2-one). Yields the product C(C)(=O)N1C(N(CC1)C1=NC=C(C(=C1)C)C(=O)N1CCN(CC1)C1=NC=C(C=C1C)C)=O (1-acetyl-3-{5-[4-(3,5-dimethylpyridin-2-yl)piperazine-1-carbonyl]-4-methylpyridin-2-yl}imidazolidin-2-one). The yield is 53.4%. As a reaction SMILES: Br[C:2]1[N:7]=[CH:6][C:5]([C:8]([N:10]2[CH2:15][CH2:14][N:13]([C:16]3[C:21]([CH3:22])=[CH:20][C:19]([CH3:23])=[CH:18][N:17]=3)[CH2:12][CH2:11]2)=[O:9])=[C:4]([CH3:24])[CH:3]=1.[C:25]([N:28]1[CH2:32][CH2:31][NH:30][C:29]1=[O:33])(=[O:27])[CH3:26]>>[C:25]([N:28]1[CH2:32][CH2:31][N:30]([C:2]2[CH:3]=[C:4]([CH3:24])[C:5]([C:8]([N:10]3[CH2:15][CH2:14][N:13]([C:16]4[C:21]([CH3:22])=[CH:20][C:19]([CH3:23])=[CH:18][N:17]=4)[CH2:12][CH2:11]3)=[O:9])=[CH:6][N:7]=2)[C:29]1=[O:33])(=[O:27])[CH3:26]. Reported procedure: Using (6-bromo-4-methylpyridin-3-yl)[4-(3,5-dimethylpyridin-2-yl)piperazin-1-yl]methanone (389 mg) described in Preparation Example 228 and 1-acetylimidazolidin-2-one (128 mg) and by the reaction and treatment in the same manner as in Example 511, the title compound (233 mg) was obtained.